This data is from the Open Reaction Database (ORD), a public repository of structured organic reaction records. The task is: describe an organic reaction: reactants, conditions, products, and yield Starting materials: CC(C)(C)NS(=O)(=O)c1cccc(-c2cn(-c3nc(-c4ccc(Cl)cc4)cc(C(F)(F)F)n3)cn2)c1, ClCCl, O=C(O)C(F)(F)F. Product: NS(=O)(=O)c1cccc(-c2cn(-c3nc(-c4ccc(Cl)cc4)cc(C(F)(F)F)n3)cn2)c1. RXN SMILES: [C:1]([CH3:2])([CH3:3])([CH3:4])[NH:5][S:6](=[O:7])(=[O:8])[c:9]1[cH:10][c:11](-[c:15]2[n:16][cH:17][n:18](-[c:20]3[n:21][c:22](-[c:30]4[cH:31][cH:32][c:33]([Cl:36])[cH:34][cH:35]4)[cH:23][c:24]([C:26]([F:27])([F:28])[F:29])[n:25]3)[cH:19]2)[cH:12][cH:13][cH:14]1.[Cl:44][CH2:45][Cl:46].[F:37][C:38]([F:39])([F:40])[C:41]([OH:42])=[O:43]>>[NH2:5][S:6](=[O:7])(=[O:8])[c:9]1[cH:10][c:11](-[c:15]2[n:16][cH:17][n:18](-[c:20]3[n:21][c:22](-[c:30]4[cH:31][cH:32][c:33]([Cl:36])[cH:34][cH:35]4)[cH:23][c:24]([C:26]([F:27])([F:28])[F:29])[n:25]3)[cH:19]2)[cH:12][cH:13][cH:14]1.